Dataset: the Open Reaction Database (ORD), a public repository of structured organic reaction records. Task: describe an organic reaction: reactants, conditions, products, and yield Reactants: OCC=1OC2=C(C1)C=CC=C2 (2-hydroxymethylbenzofuran). Reagents/catalysts: O=[Mn]=O (MnO2). Run in C(Cl)Cl (CH2Cl2). Run at temperature 30 celsius, time 3 day. The product is C(=O)C=1OC2=C(C1)C=CC=C2 (2-formylbenzofuran). Isolated yield 73.5%. Reaction SMILES: [OH:1][CH2:2][C:3]1[O:4][C:5]2[CH:11]=[CH:10][CH:9]=[CH:8][C:6]=2[CH:7]=1>C(Cl)Cl.O=[Mn]=O>[CH:2]([C:3]1[O:4][C:5]2[CH:11]=[CH:10][CH:9]=[CH:8][C:6]=2[CH:7]=1)=[O:1]. Procedure: A mixture of 2-hydroxymethylbenzofuran (6.91 g) and MnO2 (37.4 g) in CH2Cl2 (250 ml) was stirred at 30° C. for 3 days. Insoluble materials were filtered off and the filtrate was concentrated to give the titled compound (5.01 g) as colorless oil. The reactants are O=C1COc2c(F)cc(Br)cc2N1, O=C([O-])[O-], CCCCCCC, CCOC(C)=O, ClCCCI, [Cs+], [Cs+]. Product: O=C1COc2c(F)cc(Br)cc2N1CCCCl. RXN SMILES: [Br:1][c:2]1[cH:3][c:4]([F:13])[c:5]2[c:6]([cH:12]1)[NH:7][C:8](=[O:11])[CH2:9][O:10]2.[C:14](=[O:15])([O-:16])[O-:17].[CH3:25][CH2:26][CH2:27][CH2:28][CH2:29][CH2:30][CH3:31].[CH3:32][CH2:33][O:34][C:35]([CH3:36])=[O:37].[Cl:20][CH2:21][CH2:22][CH2:23][I:24].[Cs+:18].[Cs+:19]>>[Br:1][c:2]1[cH:3][c:4]([F:13])[c:5]2[c:6]([cH:12]1)[N:7]([CH2:23][CH2:22][CH2:21][Cl:20])[C:8](=[O:11])[CH2:9][O:10]2. Reactants: BrB(Br)Br, COc1cccc(-c2cccc(S(=O)(=O)c3cc(C(=N)N)sc3SC)c2)c1, O=C(O)C(F)(F)F. The product is O=C(O)C(F)(F)F, CSc1sc(C(=N)N)cc1S(=O)(=O)c1cccc(-c2cccc(O)c2)c1. Reaction SMILES: [B:35]([Br:36])([Br:37])[Br:38].[CH3:8][O:9][c:10]1[cH:11][c:12](-[c:16]2[cH:17][c:18]([S:22](=[O:23])(=[O:24])[c:25]3[cH:26][c:27]([C:32](=[NH:33])[NH2:34])[s:28][c:29]3[S:30][CH3:31])[cH:19][cH:20][cH:21]2)[cH:13][cH:14][cH:15]1.[F:1][C:2]([C:3](=[O:4])[OH:5])([F:6])[F:7]>>[F:1][C:2]([C:3](=[O:4])[OH:5])([F:6])[F:7].[OH:9][c:10]1[cH:11][c:12](-[c:16]2[cH:17][c:18]([S:22](=[O:23])(=[O:24])[c:25]3[cH:26][c:27]([C:32](=[NH:33])[NH2:34])[s:28][c:29]3[S:30][CH3:31])[cH:19][cH:20][cH:21]2)[cH:13][cH:14][cH:15]1.